This data is from the Open Reaction Database (ORD), a public repository of structured organic reaction records. The task is: describe an organic reaction: reactants, conditions, products, and yield The reactants are BrC=1C(=NC=C(C1)C(NC1=CC=C(C=C1)OC(F)(F)F)=O)N1C[C@@H](CC1)N(C(OC(C)(C)C)=O)C ((R)-tert-butyl (1-(3-bromo-5-((4-(trifluoromethoxy)phenyl)carbamoyl)pyridin-2-yl)pyrrolidin-3-yl)(methyl)carbamate), N1=CC(=CC=C1)B(O)O (pyridin-3-ylboronic acid). Product: CN[C@H]1CN(CC1)C1=NC=C(C=C1C=1C=NC=CC1)C(=O)NC1=CC=C(C=C1)OC(F)(F)F ((R)-2-(3-(Methylamino)pyrrolidin-1-yl)-N-(4-(trifluoromethoxy)phenyl)-[3,3′-bipyridine]-5-carboxamide). Reaction SMILES: Br[C:2]1[C:3]([N:22]2[CH2:26][CH2:25][C@@H:24]([N:27]([CH3:35])C(=O)OC(C)(C)C)[CH2:23]2)=[N:4][CH:5]=[C:6]([C:8](=[O:21])[NH:9][C:10]2[CH:15]=[CH:14][C:13]([O:16][C:17]([F:20])([F:19])[F:18])=[CH:12][CH:11]=2)[CH:7]=1.[N:36]1[CH:41]=[CH:40][CH:39]=[C:38](B(O)O)[CH:37]=1>>[CH3:35][NH:27][C@@H:24]1[CH2:25][CH2:26][N:22]([C:3]2[C:2]([C:38]3[CH:37]=[N:36][CH:41]=[CH:40][CH:39]=3)=[CH:7][C:6]([C:8]([NH:9][C:10]3[CH:11]=[CH:12][C:13]([O:16][C:17]([F:20])([F:18])[F:19])=[CH:14][CH:15]=3)=[O:21])=[CH:5][N:4]=2)[CH2:23]1. Procedure details: The title compound was prepared in an analogous fashion to that described in Example 93 using (R)-tert-butyl (1-(3-bromo-5-((4-(trifluoromethoxy)phenyl)carbamoyl)pyridin-2-yl)pyrrolidin-3-yl)(methyl)carbamate (Stage 99.1) and pyridin-3-ylboronic acid. LC-MS (Condition 6) tR=0.8 min, m/z=458.0 [M+H]+. Reactants: CC1=C(C=CC=C1)C1=C(C=C(C=C1)C(=O)O)CS(=O)(=O)C (2′-methyl-2-[(methylsulfonyl)methyl]biphenyl-4-carboxylic acid), NC(C1=CC(=C(C(=O)OC)C=C1)Cl)=NO (methyl 4-[amino(hydroxyimino)methyl]-2-chlorobenzoate). The product is ClC1=C(C(=O)OC)C=CC(=C1)C1=NOC(=N1)C1=CC(=C(C=C1)C1=C(C=CC=C1)C)CS(=O)(=O)C (methyl 2-chloro-4-(5-{2′-methyl-2-[(methylsulfonyl)methyl]biphenyl-4-yl}-1,2,4-oxadiazol-3-yl)benzoate). Reaction SMILES: [CH3:1][C:2]1[CH:7]=[CH:6][CH:5]=[CH:4][C:3]=1[C:8]1[CH:13]=[CH:12][C:11]([C:14](O)=O)=[CH:10][C:9]=1[CH2:17][S:18]([CH3:21])(=[O:20])=[O:19].[NH2:22][C:23](=[N:35][OH:36])[C:24]1[CH:33]=[CH:32][C:27]([C:28]([O:30][CH3:31])=[O:29])=[C:26]([Cl:34])[CH:25]=1>>[Cl:34][C:26]1[CH:25]=[C:24]([C:23]2[N:22]=[C:14]([C:11]3[CH:12]=[CH:13][C:8]([C:3]4[CH:4]=[CH:5][CH:6]=[CH:7][C:2]=4[CH3:1])=[C:9]([CH2:17][S:18]([CH3:21])(=[O:20])=[O:19])[CH:10]=3)[O:36][N:35]=2)[CH:33]=[CH:32][C:27]=1[C:28]([O:30][CH3:31])=[O:29]. Reported procedure: The title compound was prepared following procedure described for example 4, step 1, but starting from Intermediate 40 (182.62 mg; 0.60 mmol) and Intermediate 34 (114.32 mg; 0.50 mmol). The reaction mixture was filtered through a SPE NH2 column (2 g) and rinsed with ACN. The filtrate was passed through a SPE SCX column (2 g) and rinsed with ACN. After evaporation of the solvents, the crude product was purified by flash chromatography (c-hex/EtOAc: 1/1), affording the title compound. 1H NMR (CDCl... Reactants: ClC1=CC=CC=2[C@]3([C@@H](ON(C21)C)N[C@@H](C3)C(=O)O[C@H]3[C@@H](C(=C[C@@H]2[C@@H](CC[C@H]([C@]32O)C)C(CO)C)C)OC(C)=O)O ((1S,2R,4aS,5S,8R,8aR)-2-(acetyloxy)-8a-hydroxy-5-[2-hydroxy-1-methylethyl]-3,8-dimethyl-1,2,4a,5,6,7,8,8a-octahydronaphthalen-1-yl (2S,3aR,9bR)-6-chloro-9b-hydroxy-5-methyl-1,2,3,3a,5,9b-hexahydropyrrolo[2,3-c][2,1]benzoxazine-2-carboxylate), C(=O)(N1C=NC=C1)N1C=NC=C1 (1,1′-carbonyldiimidazole). The solvent is O (water), ClCCl (dichloromethane). Reaction conditions: time 18 hour. Yields the product ClC1=CC=CC=2[C@]3([C@@H](ON(C21)C)N[C@@H](C3)C(=O)O[C@H]3[C@@H](C(=C[C@@H]2[C@@H](CC[C@H]([C@]32O)C)C(COC(=O)N3C=NC=C3)C)C)OC(C)=O)O ((1S,2R,4aS,5S,8R,8aR)-2-(acetyloxy)-8a-hydroxy-5-{2-[(1H-imidazol-1-ylcarbonyl)oxy]-1-methylethyl}-3,8-dimethyl-1,2,4a,5,6,7,8,8a-octahydronaphthalen-1-yl (2S,3aR,9bR)-6-chloro-9b-hydroxy-5-methyl-1, 2,3,3a,5,9b-hexahydropyrrolo[2,3-c][2,1]benzoxazine-2-carboxylate). Yield: 45.7%. Reaction SMILES: [Cl:1][C:2]1[C:11]2[N:10]([CH3:12])[O:9][C@H:8]3[NH:13][C@H:14]([C:16]([O:18][C@@H:19]4[C@:28]5([OH:29])[C@@H:23]([C@H:24]([CH:31]([CH3:34])[CH2:32][OH:33])[CH2:25][CH2:26][C@H:27]5[CH3:30])[CH:22]=[C:21]([CH3:35])[C@H:20]4[O:36][C:37](=[O:39])[CH3:38])=[O:17])[CH2:15][C@@:7]3([OH:40])[C:6]=2[CH:5]=[CH:4][CH:3]=1.[C:41](N1C=CN=C1)([N:43]1[CH:47]=[CH:46][N:45]=[CH:44]1)=[O:42]>ClCCl.O>[Cl:1][C:2]1[C:11]2[N:10]([CH3:12])[O:9][C@H:8]3[NH:13][C@H:14]([C:16]([O:18][C@@H:19]4[C@:28]5([OH:29])[C@@H:23]([C@H:24]([CH:31]([CH3:34])[CH2:32][O:33][C:41]([N:43]6[CH:47]=[CH:46][N:45]=[CH:44]6)=[O:42])[CH2:25][CH2:26][C@H:27]5[CH3:30])[CH:22]=[C:21]([CH3:35])[C@H:20]4[O:36][C:37](=[O:39])[CH3:38])=[O:17])[CH2:15][C@@:7]3([OH:40])[C:6]=2[CH:5]=[CH:4][CH:3]=1. Reported procedure: To (1S,2R,4aS,5S,8R,8aR)-2-(acetyloxy)-8a-hydroxy-5-[2-hydroxy-1-methylethyl]-3,8-dimethyl-1,2,4a,5,6,7,8,8a-octahydronaphthalen-1-yl (2S,3aR,9bR)-6-chloro-9b-hydroxy-5-methyl-1,2,3,3a,5,9b-hexahydropyrrolo[2,3-c][2,1]benzoxazine-2-carboxylate(Preparation 140, 0.30 g, 0.52 mmol) in dichloromethane was added 1,1′-carbonyldiimidazole (0.92 g, 0.57 mmol) and the reaction mixture was stirred for 18 h. The reaction mixture was diluted with water and extracted with dichloromethane. The organic extract... Starting materials: ClC=1C(=NC=C(N1)Cl)C(=O)O (3,5-dichloropyrazine-2-carboxylic acid), C[Si](C)(C)C=[N+]=[N-] ((trimethylsilyl)diazomethane). Run in CO (MeOH), C(C)OCC (diethyl ether). Conditions: time 30 minute. Yields the product ClC=1C(=NC=C(N1)Cl)C(=O)OC (methyl 3,5-dichloropyrazine-2-carboxylate). The yield is 95.6%. Reaction SMILES: [Cl:1][C:2]1[C:3]([C:9]([OH:11])=[O:10])=[N:4][CH:5]=[C:6]([Cl:8])[N:7]=1.[CH3:12][Si](C=[N+]=[N-])(C)C>CO.C(OCC)C>[Cl:1][C:2]1[C:3]([C:9]([O:11][CH3:12])=[O:10])=[N:4][CH:5]=[C:6]([Cl:8])[N:7]=1. Procedure details: To a solution of 3,5-dichloropyrazine-2-carboxylic acid (0.304 g, 1.58 mmol) in MeOH (5 mL) and diethyl ether (5 mL) at room temperature was added (trimethylsilyl)diazomethane (2.0 M solution in hexanes, 4.00 mL, 8.00 mmol). The reaction mixture was stirred at RT for 30 min and concentrated. Purification by flash column chromatography on silica gel (5% to 20% EtOAc in hexanes) gave methyl 3,5-dichloropyrazine-2-carboxylate (0.312 g, 1.51 mmol, 96% yield) as a white solid. LC/MS Reactants: BrC=1C=C2C(CC3(COCCC3)OC2=CC1)=O (6-bromo-2′,4′,5′,6′-tetrahydrospiro[chroman-2,3′-pyran]-4-one), [Br-].C1(CCCCC1)[Zn+] (cyclohexylzinc(II) bromide). The reagents and catalysts are Cl[Pd]([P](C1=CC=CC=C1)(C2=CC=CC=C2)C3=CC=CC=C3)([P](C4=CC=CC=C4)(C5=CC=CC=C5)C6=CC=CC=C6)Cl (Pd(PPh3)2Cl2), [Cu]I (CuI). Run in C1CCOC1 (THF). Run at temperature 160 celsius. Yields the product C1(CCCCC1)C=1C=C2C(CC3(COCCC3)OC2=CC1)=O (6-cyclohexyl-2′,4′,5′,6′-tetrahydrospiro[chroman-2,3′-pyran]-4-one). Isolated yield 33.1%. Reaction SMILES: Br[C:2]1[CH:3]=[C:4]2[C:14](=[CH:15][CH:16]=1)[O:13][C:7]1([CH2:12][CH2:11][CH2:10][O:9][CH2:8]1)[CH2:6][C:5]2=[O:17].[Br-].[CH:19]1([Zn+])[CH2:24][CH2:23][CH2:22][CH2:21][CH2:20]1>C1COCC1.Cl[Pd](Cl)([P](C1C=CC=CC=1)(C1C=CC=CC=1)C1C=CC=CC=1)[P](C1C=CC=CC=1)(C1C=CC=CC=1)C1C=CC=CC=1.[Cu]I>[CH:19]1([C:2]2[CH:3]=[C:4]3[C:14](=[CH:15][CH:16]=2)[O:13][C:7]2([CH2:12][CH2:11][CH2:10][O:9][CH2:8]2)[CH2:6][C:5]3=[O:17])[CH2:24][CH2:23][CH2:22][CH2:21][CH2:20]1 |f:1.2,^1:33,52|. Reported procedure: Pd(PPh3)2Cl2 (60 mg) in a 40 mL tube under Ar was treated sequentially with 6-bromo-2′,4′,5′,6′-tetrahydrospiro[chroman-2,3′-pyran]-4-one (600 mg, 2.01 mmol) in THF (20 mL*3), CuI (600 mg) and cyclohexylzinc(II) bromide (8.1 mL, 4.02 mmol). The mixture was heated under microwave at 160° C. for 10 min. The reaction mixture was concentrated in vacuo to give the residue, which was purified by column chromatography to give 6-cyclohexyl-2′,4′,5′,6′-tetrahydrospiro[chroman-2,3′-pyran]-4-one (200 mg, 3...